The task is: describe an organic reaction: reactants, conditions, products, and yield. This data is from the Open Reaction Database (ORD), a public repository of structured organic reaction records. Reactants: ClC1=C(C=C(C=O)C=C1)[N+](=O)[O-] (4-Chloro-3-nitro-benzaldehyde), CN (methylamine). Yields the product CNC1=C(C=C(C=O)C=C1)[N+](=O)[O-] (4-(methylamino)-3-nitrobenzaldehyde). Reaction SMILES: Cl[C:2]1[CH:9]=[CH:8][C:5]([CH:6]=[O:7])=[CH:4][C:3]=1[N+:10]([O-:12])=[O:11].[CH3:13][NH2:14]>>[CH3:13][NH:14][C:2]1[CH:9]=[CH:8][C:5]([CH:6]=[O:7])=[CH:4][C:3]=1[N+:10]([O-:12])=[O:11]. Procedure details: 4-Chloro-3-nitro-benzaldehyde is reacted with methylamine to yield 4-(methylamino)-3-nitrobenzaldehyde (8) which is then reduced by NaBH4 to N-methyl-4-hydroxymethyl-2-nitroaniline (9). Reaction of SOCl2 with 8 will give N-methyl-4-chloromethyl-2-nitroaniline (10). Structures of 8, 9 and 10 may be characterized by 1H NMR and elemental analysis. 10 is used as an electrophile to react with sodium CD alkoxide (11) to yield 2-O-(4-methylamino-3-nitro) benzyl-β-CD (12). The addition of 10 to 11 is a ... Starting materials: CCN(CC)S(F)(F)F (DAST), C(C1=CC=CC=C1)N1CC(C2(CCN(C2=O)C=2COC(C2C)=O)CC1)O (8-benzyl-6-hydroxy-2-(4-methyl-5-oxo-2,5-dihydrofuran-3-yl)-2,8-diazaspiro[4.5]decan-1-one). Run in C(Cl)Cl (DCM), C(Cl)Cl (DCM). Run at temperature -78 celsius, time 15 minute. The product is C(C1=CC=CC=C1)N1CC(C2(CCN(C2=O)C=2COC(C2C)=O)CC1)F (8-benzyl-6-fluoro-2-(4-methyl-5-oxo-2,5-dihydrofuran-3-yl)-2,8-diazaspiro[4.5]decan-1-one). RXN SMILES: CCN(S(F)(F)[F:7])CC.[CH2:10]([N:17]1[CH2:34][CH2:33][C:20]2([C:24](=[O:25])[N:23]([C:26]3[CH2:27][O:28][C:29](=[O:32])[C:30]=3[CH3:31])[CH2:22][CH2:21]2)[CH:19](O)[CH2:18]1)[C:11]1[CH:16]=[CH:15][CH:14]=[CH:13][CH:12]=1>C(Cl)Cl>[CH2:10]([N:17]1[CH2:34][CH2:33][C:20]2([C:24](=[O:25])[N:23]([C:26]3[CH2:27][O:28][C:29](=[O:32])[C:30]=3[CH3:31])[CH2:22][CH2:21]2)[CH:19]([F:7])[CH2:18]1)[C:11]1[CH:16]=[CH:15][CH:14]=[CH:13][CH:12]=1. Procedure: To a flask charged with DCM (5 mL) and a stir bar was added DAST (0.092 mL, 0.69 mmol) at −78° C., which was followed by addition of 8-benzyl-6-hydroxy-2-(4-methyl-5-oxo-2,5-dihydrofuran-3-yl)-2,8-diazaspiro[4.5]decan-1-one (I-35, Step C) (165 mg, 0.46 mmol) in DCM. The mixture was stirred at −78° C. for 15 minutes, and then allowed to warm up to RT slowly. The reaction was quenched with aq NaHCO3 and after 3 hours at RT it was extracted with DCM, dried over sodium sulfate, and purified by MPLC ... The reactants are CO, COC(=O)CCCc1ccn2cncc2c1, [Na+], [OH-]. Product: O=C(O)CCCc1ccn2cncc2c1. RXN SMILES: [CH3:19][OH:20].[CH3:1][O:2][C:3](=[O:4])[CH2:5][CH2:6][CH2:7][c:8]1[cH:9][c:10]2[n:11]([cH:12][cH:13]1)[cH:14][n:15][cH:16]2.[Na+:18].[OH-:17]>>[O:2]=[C:3]([OH:4])[CH2:5][CH2:6][CH2:7][c:8]1[cH:9][c:10]2[n:11]([cH:12][cH:13]1)[cH:14][n:15][cH:16]2.